From a dataset of the Open Reaction Database (ORD), a public repository of structured organic reaction records. describe an organic reaction: reactants, conditions, products, and yield Starting materials: O[C@@H]1[C@]2(C)[C@@H](CC1)[C@@H]1CCC3=CC(C[C@@H]([C@]3(CO)[C@H]1CC2)C)=O (17β,19-dihydroxy-1α-methyl-4-androsten-3-one), 17β,19-dihydroxy-1α,17α-dimethyl-4-androsten-3-one, O[C@@H]1[C@]2(C)[C@@H](CC1)[C@@H]1CCC3=C(C(CC[C@]3(CO)[C@H]1CC2)=O)C (17β,19-dihydroxy-4-methyl-4-androsten-3-one). Yields the product 1α,17α-dimethyl-4-androstene-17β,19-diol, CC1=C2CC[C@H]3[C@@H]4CC[C@@H]([C@@]4(C)CC[C@@H]3[C@]2(CCC1)CO)O (4-methyl-4-androsten-17β,19-diol). Reaction SMILES: [OH:1][C@H:2]1[CH2:7][CH2:6][C@H:5]2[C@H:8]3[C@H:19]([CH2:20][CH2:21][C@:3]12[CH3:4])[C@:16]1([CH2:17][OH:18])[C:11](=[C:12]([CH3:23])[C:13](=O)[CH2:14][CH2:15]1)[CH2:10][CH2:9]3.O[C@H]1CC[C@H]2[C@H]3[C@H](CC[C@]12C)[C@]1(CO)C(=CC(=O)C[C@@H]1C)CC3>>[CH3:23][C:12]1[CH2:13][CH2:14][CH2:15][C@@:16]2([CH2:17][OH:18])[C:11]=1[CH2:10][CH2:9][C@@H:8]1[C@@H:19]2[CH2:20][CH2:21][C@@:3]2([CH3:4])[C@H:5]1[CH2:6][CH2:7][C@@H:2]2[OH:1]. Procedure details: Substituting 17β,19-dihydroxy-1α,17α-dimethyl-4-androsten-3-one and 17β,19-dihydroxy-4-methyl-4-androsten-3-one in lieu of the 17β,19-dihydroxy-1α-methyl-4-androsten-3-one above, results in the preparation of 1α,17α-dimethyl-4-androstene-17β,19-diol and 4-methyl-4-androsten-17β,19-diol, respectively.